This data is from the Open Reaction Database (ORD), a public repository of structured organic reaction records. The task is: describe an organic reaction: reactants, conditions, products, and yield The reactants are O.[OH-].[Li+] (Lithium hydroxide monohydrate), COC(CC1=CC2=CC=C(C=C2C(=C1C)C1=CC=C(C=C1)S(=O)(=O)C1=CC(=CC(=C1)C(F)(F)F)C(F)(F)F)Cl)=O ({4-[4-(3,5-bis-trifluoromethyl-benzenesulfonyl)-phenyl]-6-chloro-3-methyl-naphthalen-2-yl}-acetic acid methyl ester). The solvent is hexanes, C1CCOC1.O (THF H2O). Conditions: time 16 hour. The product is FC(C=1C=C(C=C(C1)C(F)(F)F)S(=O)(=O)C1=CC=C(C=C1)C1=C(C(=CC2=CC=C(C=C12)Cl)CC(=O)O)C)(F)F ({4-[4-(3,5-bis-trifluoromethyl-benzenesulfonyl)-phenyl]-6-chloro-3-methyl-naphthalen-2-yl}-acetic acid). Yield: 83.8%. RXN SMILES: O.[OH-].[Li+].C[O:5][C:6](=[O:43])[CH2:7][C:8]1[C:17]([CH3:18])=[C:16]([C:19]2[CH:24]=[CH:23][C:22]([S:25]([C:28]3[CH:33]=[C:32]([C:34]([F:37])([F:36])[F:35])[CH:31]=[C:30]([C:38]([F:41])([F:40])[F:39])[CH:29]=3)(=[O:27])=[O:26])=[CH:21][CH:20]=2)[C:15]2[C:10](=[CH:11][CH:12]=[C:13]([Cl:42])[CH:14]=2)[CH:9]=1>C1COCC1.O>[F:37][C:34]([F:35])([F:36])[C:32]1[CH:33]=[C:28]([S:25]([C:22]2[CH:21]=[CH:20][C:19]([C:16]3[C:15]4[C:10](=[CH:11][CH:12]=[C:13]([Cl:42])[CH:14]=4)[CH:9]=[C:8]([CH2:7][C:6]([OH:43])=[O:5])[C:17]=3[CH3:18])=[CH:24][CH:23]=2)(=[O:26])=[O:27])[CH:29]=[C:30]([C:38]([F:39])([F:40])[F:41])[CH:31]=1 |f:0.1.2,4.5|. Procedure details: Lithium hydroxide monohydrate (0.011 g, 0.26 mmol) was added to a stirred solution of {4-[4-(3,5-bis-trifluoromethyl-benzenesulfonyl)-phenyl]-6-chloro-3-methyl-naphthalen-2-yl}-acetic acid methyl ester (0.038 g, 0.063 mmol) in a 3:1 THF—H2O mixture (4 mL). The reaction mixture was stirred for 16 hours at room temperature. The THF was distilled off under reduced pressure, and the crude residue was diluted with water, acidified [pH˜2] via the drop-wise addition of an aqueous solution of hydrochlor...